This data is from the Open Reaction Database (ORD), a public repository of structured organic reaction records. The task is: describe an organic reaction: reactants, conditions, products, and yield The reactants are C(C)(C)(C)OC(=O)NC(CC1=CC(=C(C=C1)OC)OCCC1=CC=CC=C1)CCC(C)C (N-t-butoxycarbonyl-1-(3-methylbutyl)-2-[4-methoxy-3-(2-phenylethoxy)phenyl]ethylamine). The solvent is ClCCl (dichloromethane), FC(C(=O)O)(F)F (trifluoroacetic acid). Run at time 2 hour. Yields the product CC(CCC(CC1=CC(=C(C=C1)OC)OCCC1=CC=CC=C1)N)C (1-(3-methylbutyl)-2-[4-methoxy-3-(2-phenylethoxy)phenyl]ethylamine). Yield: 86.0%. Reaction SMILES: C(OC([NH:8][CH:9]([CH2:28][CH2:29][CH:30]([CH3:32])[CH3:31])[CH2:10][C:11]1[CH:16]=[CH:15][C:14]([O:17][CH3:18])=[C:13]([O:19][CH2:20][CH2:21][C:22]2[CH:27]=[CH:26][CH:25]=[CH:24][CH:23]=2)[CH:12]=1)=O)(C)(C)C>ClCCl.FC(F)(F)C(O)=O>[CH3:31][CH:30]([CH3:32])[CH2:29][CH2:28][CH:9]([NH2:8])[CH2:10][C:11]1[CH:16]=[CH:15][C:14]([O:17][CH3:18])=[C:13]([O:19][CH2:20][CH2:21][C:22]2[CH:23]=[CH:24][CH:25]=[CH:26][CH:27]=2)[CH:12]=1. Reported procedure: To a solution of N-t-butoxycarbonyl-1-(3-methylbutyl)-2-[4-methoxy-3-(2-phenylethoxy)phenyl]ethylamine (89.69 g) in 156 ml of dichloromethane, 156 ml of trifluoroacetic acid was added and stirred at room temperature for 2 hours. The reaction solution was concentrated under reduced pressure, and the residue was dissolved in dichloromethane and washed with a saturated aqueous solution of sodium hydrogencarbonate. The dichloromethane solution was dried over anhydrous sodium sulfate, concentrated un...